This data is from the Open Reaction Database (ORD), a public repository of structured organic reaction records. The task is: describe an organic reaction: reactants, conditions, products, and yield The reactants are N1CC(C1)OC1=CC(=CC2=C1C=C(O2)C)C(=O)OCC (ethyl 4-(azetidin-3-yloxy)-2-methyl-1-benzofuran-6-carboxylate), TEA, CS(=O)(=O)Cl (methanesulfonyl chloride). Run in C(Cl)Cl (DCM), C(Cl)Cl (DCM). Reaction conditions: time 2 hour. Yields the product CC=1OC2=C(C1)C(=CC(=C2)C(=O)OCC)OC2CN(C2)S(=O)(=O)C (Ethyl 2-methyl-4-{[1-(methylsulfonyl)azetidin-3-yl]oxy}-1-benzofuran-6-carboxylate). Yield: 79.9%. As a reaction SMILES: [NH:1]1[CH2:4][CH:3]([O:5][C:6]2[C:11]3[CH:12]=[C:13]([CH3:15])[O:14][C:10]=3[CH:9]=[C:8]([C:16]([O:18][CH2:19][CH3:20])=[O:17])[CH:7]=2)[CH2:2]1.[CH3:21][S:22](Cl)(=[O:24])=[O:23]>C(Cl)Cl>[CH3:15][C:13]1[O:14][C:10]2[CH:9]=[C:8]([C:16]([O:18][CH2:19][CH3:20])=[O:17])[CH:7]=[C:6]([O:5][CH:3]3[CH2:4][N:1]([S:22]([CH3:21])(=[O:24])=[O:23])[CH2:2]3)[C:11]=2[CH:12]=1. Procedure: To a solution of ethyl 4-(azetidin-3-yloxy)-2-methyl-1-benzofuran-6-carboxylate (324b) (200 mg, 0.73 mmol) in DCM containing TEA (0.4 mL, 2.9 mmol) was added methanesulfonyl chloride (0.07 mL, 0.87 mmol). The mixture was stirred at room temperature for 2 hrs. The reaction was diluted with DCM, washed with NaHCO3, brine, dried over Na2SO4 and concentrated under reduced pressure. The product was purified via gradient silica gel chromatography using EtOAc/Hexanes (10/90 to 30/70) to provide the pro...